From a dataset of the Open Reaction Database (ORD), a public repository of structured organic reaction records. describe an organic reaction: reactants, conditions, products, and yield Reactants: O=C(OCc1ccccc1)N1CCC(c2ccc(O)cc2)C(O)C1, Cc1ccc(S(=O)(=O)OC2CCN(C(=O)OC(C)(C)C)C2)cc1. The product is CC(C)(C)OC(=O)N1CCC(Oc2ccc(C3CCN(C(=O)OCc4ccccc4)CC3O)cc2)C1. As a reaction SMILES: [OH:1][CH:2]1[CH2:3][N:4]([C:15](=[O:16])[O:17][CH2:18][c:19]2[cH:20][cH:21][cH:22][cH:23][cH:24]2)[CH2:5][CH2:6][CH:7]1[c:8]1[cH:9][cH:10][c:11]([OH:14])[cH:12][cH:13]1.[c:25]1([CH3:26])[cH:27][cH:28][c:29]([S:30]([O:31][CH:35]2[CH2:36][N:37]([C:40](=[O:41])[O:42][C:43]([CH3:44])([CH3:45])[CH3:46])[CH2:38][CH2:39]2)(=[O:32])=[O:33])[cH:34][cH:47]1>>[OH:1][CH:2]1[CH2:3][N:4]([C:15](=[O:16])[O:17][CH2:18][c:19]2[cH:20][cH:21][cH:22][cH:23][cH:24]2)[CH2:5][CH2:6][CH:7]1[c:8]1[cH:9][cH:10][c:11]([O:14][CH:35]2[CH2:36][N:37]([C:40](=[O:41])[O:42][C:43]([CH3:44])([CH3:45])[CH3:46])[CH2:38][CH2:39]2)[cH:12][cH:13]1. The reactants are C(C1=CC=CC=C1)N(C(=O)C1CCN(CC1)C(=O)C=1NC2=CC=CC=C2C1)C (N-benzyl-1-(1H-indole-2-carbonyl)-N-methylpiperidine-4-carboxamide), [H-].[Na+] (sodium hydride), BrCC1=CC=C(C=C1)OC (1-(bromomethyl)-4-methoxybenzene). The solvent is O (water), C1CCOC1 (THF). Run at time 8 hour. The product is C(C1=CC=CC=C1)N(C(=O)C1CCN(CC1)C(=O)C=1N(C2=CC=CC=C2C1)CC1=CC=C(C=C1)OC)C (N-benzyl-1-(1-(4-methoxybenzyl)-1H-indole-2-carbonyl)-N-methylpiperidine-4-carboxamide). Reaction SMILES: [CH2:1]([N:8]([CH3:28])[C:9]([CH:11]1[CH2:16][CH2:15][N:14]([C:17]([C:19]2[NH:20][C:21]3[C:26]([CH:27]=2)=[CH:25][CH:24]=[CH:23][CH:22]=3)=[O:18])[CH2:13][CH2:12]1)=[O:10])[C:2]1[CH:7]=[CH:6][CH:5]=[CH:4][CH:3]=1.[H-].[Na+].Br[CH2:32][C:33]1[CH:38]=[CH:37][C:36]([O:39][CH3:40])=[CH:35][CH:34]=1>C1COCC1.O>[CH2:1]([N:8]([CH3:28])[C:9]([CH:11]1[CH2:16][CH2:15][N:14]([C:17]([C:19]2[N:20]([CH2:32][C:33]3[CH:38]=[CH:37][C:36]([O:39][CH3:40])=[CH:35][CH:34]=3)[C:21]3[C:26]([CH:27]=2)=[CH:25][CH:24]=[CH:23][CH:22]=3)=[O:18])[CH2:13][CH2:12]1)=[O:10])[C:2]1[CH:7]=[CH:6][CH:5]=[CH:4][CH:3]=1 |f:1.2|. Reported procedure: N-benzyl-1-(1H-indole-2-carbonyl)-N-methylpiperidine-4-carboxamide (100 mg, 0.266 mmol) was added to a suspension of sodium hydride (12.78 mg, 0.320 mmol) in THF (Volume: 1.5 mL). The reaction was stirred for 10 minutes before 1-(bromomethyl)-4-methoxybenzene (0.039 mL, 0.266 mmol) was added. The reaction was allowed to stir at room temperature overnight. The reaction was diluted with water and extracted with ethyl acetate. The organic layer was washed with water and saturated sodium chloride so... Reactants: ClC=1C=C2C(=CN1)OC1(CC3(CCN(CC3)C(=O)OC(C)(C)C)C1)C2 (5-chloro-1″-tert-butoxycarbonyl-dispiro[2,3-dihydrofuro[2,3-c]pyridine-2,1′-cyclobutane-3′,4″-piperidine]), C(C)NC(=O)C1=CC=C(C=C1)B(O)O (4-ethylaminocarbonyl-phenylboronic acid). Product: C(C)NC(=O)C1=CC=C(C=C1)C=1C=C2C(=CN1)OC1(CC3(CCN(CC3)C(=O)OC(C)(C)C)C1)C2 (5-(4-Ethylaminocarbonyl-phenyl)-1″-tert-butoxycarbonyl-dispiro[2,3-dihydrofuro[2,3-c]pyridine-2,1′-cyclobutane-3′,4″-piperidine]). RXN SMILES: Cl[C:2]1[CH:3]=[C:4]2[CH2:25][C:9]3([CH2:24][C:11]4([CH2:16][CH2:15][N:14]([C:17]([O:19][C:20]([CH3:23])([CH3:22])[CH3:21])=[O:18])[CH2:13][CH2:12]4)[CH2:10]3)[O:8][C:5]2=[CH:6][N:7]=1.[CH2:26]([NH:28][C:29]([C:31]1[CH:36]=[CH:35][C:34](B(O)O)=[CH:33][CH:32]=1)=[O:30])[CH3:27]>>[CH2:26]([NH:28][C:29]([C:31]1[CH:36]=[CH:35][C:34]([C:2]2[CH:3]=[C:4]3[CH2:25][C:9]4([CH2:24][C:11]5([CH2:12][CH2:13][N:14]([C:17]([O:19][C:20]([CH3:21])([CH3:23])[CH3:22])=[O:18])[CH2:15][CH2:16]5)[CH2:10]4)[O:8][C:5]3=[CH:6][N:7]=2)=[CH:33][CH:32]=1)=[O:30])[CH3:27]. Procedure details: The title compound is prepared from 5-chloro-1″-tert-butoxycarbonyl-dispiro[2,3-dihydrofuro[2,3-c]pyridine-2,1′-cyclobutane-3′,4″-piperidine] and 4-ethylaminocarbonyl-phenylboronic acid following a procedure analogous to that described for Example 1; the reaction is conducted in a microwave oven at 140° C. LC (method 3): tR=1.26 min; Mass spectrum (ESI+): m/z=478 [M+H]+. Reactants: [Br-], C1CCOC1, C[Mg+], [Cl-], O=CC=C(Cl)c1ccc(Cl)cc1, [NH4+]. Yields the product CC(O)C=C(Cl)c1ccc(Cl)cc1. RXN SMILES: [Br-:13].[CH2:18]1[O:19][CH2:20][CH2:21][CH2:22]1.[CH3:14][Mg+:15].[Cl-:16].[Cl:1][c:2]1[cH:3][cH:4][c:5]([C:8](=[CH:9][CH:10]=[O:11])[Cl:12])[cH:6][cH:7]1.[NH4+:17]>>[Cl:1][c:2]1[cH:3][cH:4][c:5]([C:8](=[CH:9][CH:10]([OH:11])[CH3:14])[Cl:12])[cH:6][cH:7]1. Starting materials: COC=1C=C2C(=NC=NC2=CC1OC)OC1=CC=C(N)C=C1 (4-[(6,7-dimethoxy-4-quinazolinyl)oxy]aniline), C(O)([O-])=O.[Na+] (sodium hydrogencarbonate), ClC(Cl)(OC(OC(Cl)(Cl)Cl)=O)Cl (Triphosgene), C1(CCCCC1)CN1CC(CC1)N (1-(Cyclohexylmethyl)-3-pyrrolidinamine). Run in C(C)N(CC)CC (triethylamine), C(Cl)(Cl)Cl (Chloroform). Conditions: time 30 minute. The product is C1(CCCCC1)CN1CC(CC1)NC(=O)NC1=CC=C(C=C1)OC1=NC=NC2=CC(=C(C=C12)OC)OC (N-[1-(Cyclohexylmethyl)tetrahydro-1H-3-pyrrolyl]-N′-{4-[(6,7-dimethoxy-4-quinazolinyl)oxy]phenyl}urea). The yield is 55.3%. As a reaction SMILES: [CH3:1][O:2][C:3]1[CH:4]=[C:5]2[C:10](=[CH:11][C:12]=1[O:13][CH3:14])[N:9]=[CH:8][N:7]=[C:6]2[O:15][C:16]1[CH:22]=[CH:21][C:19]([NH2:20])=[CH:18][CH:17]=1.ClC(Cl)(O[C:27](=[O:33])OC(Cl)(Cl)Cl)Cl.[CH:35]1([CH2:41][N:42]2[CH2:46][CH2:45][CH:44]([NH2:47])[CH2:43]2)[CH2:40][CH2:39][CH2:38][CH2:37][CH2:36]1.C(=O)([O-])O.[Na+]>C(N(CC)CC)C.C(Cl)(Cl)Cl>[CH:35]1([CH2:41][N:42]2[CH2:46][CH2:45][CH:44]([NH:47][C:27]([NH:20][C:19]3[CH:21]=[CH:22][C:16]([O:15][C:6]4[C:5]5[C:10](=[CH:11][C:12]([O:13][CH3:14])=[C:3]([O:2][CH3:1])[CH:4]=5)[N:9]=[CH:8][N:7]=4)=[CH:17][CH:18]=3)=[O:33])[CH2:43]2)[CH2:36][CH2:37][CH2:38][CH2:39][CH2:40]1 |f:3.4|. Procedure details: Chloroform (10 ml) and triethylamine (2 ml) were added to 4-[(6,7-dimethoxy-4-quinazolinyl)oxy]aniline (100 mg) to prepare a solution. Triphosgene (110 mg) was added to the solution, and the mixture was stirred at room temperature for 30 min. 1-(Cyclohexylmethyl)-3-pyrrolidinamine (74 mg) was then added thereto, and the mixture was stirred at room temperature for 3 hr. A saturated aqueous sodium hydrogencarbonate solution was added to the reaction solution, and the mixture was extracted with chl...